From a dataset of the Open Reaction Database (ORD), a public repository of structured organic reaction records. describe an organic reaction: reactants, conditions, products, and yield Reactants: O=C1N(C(C2=CC=CC=C12)=O)CC=O ((1,3-dioxo-1,3-dihydro-2H-isoindol-2-yl)acetaldehyde), C(C)(=O)O[BH-](OC(C)=O)OC(C)=O.[Na+] (sodium triacetoxyborohydride), NC=1C(=NC=C(C1)CC1=CC=C(C=C1)F)C(=O)OCC (ethyl 3-amino-5-(4-fluorobenzyl)-2-pyridinecarboxylate), O=C1N(C(C2=CC=CC=C12)=O)CC=O ((1,3-dioxo-1,3-dihydro-2H-isoindol-2-yl)acetaldehyde), C(C)(=O)O[BH-](OC(C)=O)OC(C)=O.[Na+] (sodium triacetoxyborohydride). Run in C(C)(=O)O (acetic acid), C(C)(=O)O (acetic acid). Run at temperature 45 celsius, time 30 minute. Yields the product O=C1N(C(C2=CC=CC=C12)=O)CCNC=1C(=NC=C(C1)CC1=CC=C(C=C1)F)C(=O)OCC (ethyl 3-{[2-(1,3-dioxo-1,3-dihydro-2H-isoindol-2-yl)ethyl]amino}-5-[(4-fluorophenyl)methyl]-2-pyridinecarboxylate). RXN SMILES: [NH2:1][C:2]1[C:3]([C:16]([O:18][CH2:19][CH3:20])=[O:17])=[N:4][CH:5]=[C:6]([CH2:8][C:9]2[CH:14]=[CH:13][C:12]([F:15])=[CH:11][CH:10]=2)[CH:7]=1.[O:21]=[C:22]1[C:30]2[C:25](=[CH:26][CH:27]=[CH:28][CH:29]=2)[C:24](=[O:31])[N:23]1[CH2:32][CH:33]=O.C(O[BH-](OC(=O)C)OC(=O)C)(=O)C.[Na+]>C(O)(=O)C>[O:21]=[C:22]1[C:30]2[C:25](=[CH:26][CH:27]=[CH:28][CH:29]=2)[C:24](=[O:31])[N:23]1[CH2:32][CH2:33][NH:1][C:2]1[C:3]([C:16]([O:18][CH2:19][CH3:20])=[O:17])=[N:4][CH:5]=[C:6]([CH2:8][C:9]2[CH:10]=[CH:11][C:12]([F:15])=[CH:13][CH:14]=2)[CH:7]=1 |f:2.3|. Procedure: A solution of ethyl 3-amino-5-(4-fluorobenzyl)-2-pyridinecarboxylate (1.50 g, 5.47 mmol) and (1,3-dioxo-1,3-dihydro-2H-isoindol-2-yl)acetaldehyde (2.27 g, 12 mmol) under nitrogen in glacial acetic acid (50 mL) was treated with sodium triacetoxyborohydride (2.56 g, 12.1 mmol) at ambient temperature. After stirring for 30 min., 40 mL of glacial acetic acid (40 mL) was added, to dilute the reaction, followed by 0.17 g of (1,3-dioxo-1,3-dihydro-2H-isoindol-2-yl)acetaldehyde and 0.45 g sodium triacet...